This data is from the Open Reaction Database (ORD), a public repository of structured organic reaction records. The task is: describe an organic reaction: reactants, conditions, products, and yield The reactants are CCN(C(C)C)C(C)C, COc1c(Cl)cc(C(=O)Cl)cc1OC(F)(F)F, ClCCl, Nc1ccccc1S, c1ccc2c(c1)NCS2. Product: COc1c(Cl)cc(C(=O)N2CSc3ccccc32)cc1OC(F)(F)F. Reaction SMILES: [CH:18]([N:19]([CH:20]([CH3:21])[CH3:22])[CH2:23][CH3:24])([CH3:25])[CH3:26].[Cl:27][c:28]1[cH:29][c:30]([C:31](=[O:32])[Cl:33])[cH:34][c:35]([O:39][C:40]([F:41])([F:42])[F:43])[c:36]1[O:37][CH3:38].[Cl:44][CH2:45][Cl:46].[NH2:10][c:11]1[cH:12][cH:13][cH:14][cH:15][c:16]1[SH:17].[S:1]1[CH2:2][NH:3][c:4]2[c:5]1[cH:6][cH:7][cH:8][cH:9]2>>[S:1]1[CH2:2][N:3]([C:31]([c:30]2[cH:29][c:28]([Cl:27])[c:36]([O:37][CH3:38])[c:35]([O:39][C:40]([F:41])([F:42])[F:43])[cH:34]2)=[O:32])[c:4]2[c:5]1[cH:6][cH:7][cH:8][cH:9]2. As a reaction SMILES: [CH3:1][O:2][C:3]1[CH:4]=[C:5]2[C:10](=[CH:11][C:12]=1[O:13][CH3:14])[N:9]=[CH:8][CH:7]=[C:6]2[NH:15][C:16]1[CH:21]=[CH:20][C:19]([NH2:22])=[CH:18][CH:17]=1.[F:23][C:24]1[CH:29]=[CH:28][C:27]([N:30]2[C:35](=[O:36])[C:34]([C:37](O)=[O:38])=[N:33][N:32]([CH:40]([CH3:42])[CH3:41])[C:31]2=[O:43])=[CH:26][CH:25]=1>>[CH3:1][O:2][C:3]1[CH:4]=[C:5]2[C:10](=[CH:11][C:12]=1[O:13][CH3:14])[N:9]=[CH:8][CH:7]=[C:6]2[NH:15][C:16]1[CH:17]=[CH:18][C:19]([NH:22][C:37]([C:34]2[C:35](=[O:36])[N:30]([C:27]3[CH:26]=[CH:25][C:24]([F:23])=[CH:29][CH:28]=3)[C:31](=[O:43])[N:32]([CH:40]([CH3:42])[CH3:41])[N:33]=2)=[O:38])=[CH:20][CH:21]=1. Procedure details: This compound was synthesized using N-(6,7-dimethoxyquinolin-4-yl)-benzene-1,4-diamine and 4-(4-fluorophenyl)-2-isopropyl-3,5-dioxo-2,3,4,5-tetrahydro[1,2,4]triazine-6-carboxylic acid by the method for example 134. mp=152-155° C.; LCMS m/z=571 (M+1); 1H NMR (DMSO-d6) δ: 8.67 (s, 1H), 7.68 (d, 2H, J=8.87 Hz), 7.54 (d, 2H, J=8.68 Hz), 7.20-7.34 (m, 12H), 7.10 (brs, 1H), 6.99 (s, 1H), 6.60 (d, 2H, J=8.6 Hz), 4.04 (d, 7H, J=2.2 Hz), 3.79 (brs, 2H), 1.21 (t, 1H, J=7.0 Hz), 0.81-0.91 (m, 1H). Starting materials: COC=1C=C2C(=CC=NC2=CC1OC)NC1=CC=C(C=C1)N (N-(6,7-dimethoxyquinolin-4-yl)-benzene-1,4-diamine), FC1=CC=C(C=C1)N1C(N(N=C(C1=O)C(=O)O)C(C)C)=O (4-(4-fluorophenyl)-2-isopropyl-3,5-dioxo-2,3,4,5-tetrahydro[1,2,4]triazine-6-carboxylic acid). The product is COC=1C=C2C(=CC=NC2=CC1OC)NC1=CC=C(C=C1)NC(=O)C=1C(N(C(N(N1)C(C)C)=O)C1=CC=C(C=C1)F)=O (4-(4-Fluoro-phenyl)-2-isopropyl-3,5-dioxo-2,3,4,5-tetrahydro-[1,2,4]triazine-6-carboxylic acid [4-(6,7-dimethoxy-quinolin-4-ylamino)-phenyl]-amide).